describe an organic reaction: reactants, conditions, products, and yield From a dataset of the Open Reaction Database (ORD), a public repository of structured organic reaction records. Reactants: C(C)(C)(C)OC(N[C@@H](C)C1=CC=C(C=C1)Br)=O (t-butyl[(1S)-1-(4-bromophenyl)ethyl]carbamate), C([O-])([O-])=O.[K+].[K+] (potassium carbonate), CC1(OB(OC1(C)C)C=1CCN(CC1)C(C(F)(F)F)=O)C (4-(4,4,5,5-tetramethyl-1,3,2-dioxaborolan-2-yl)-1-(trifluoroacetyl)-1,2,3,6-tetrahydropyridine). Reagents/catalysts: C1=CC=C(C=C1)P([C-]2C=CC=C2)C3=CC=CC=C3.C1=CC=C(C=C1)P([C-]2C=CC=C2)C3=CC=CC=C3.Cl[Pd]Cl.[Fe+2] ([1,1′-bis(diphenylphosphino)ferrocene]dichloropalladium). Run in C(C)(=O)OCC (ethyl acetate), CN(C=O)C (N,N-dimethylformamide). Reaction conditions: temperature 80 celsius, time 8 hour. Yields the product C(C)(C)(C)OC(N[C@@H](C)C1=CC=C(C=C1)C=1CCN(CC1)C(C(F)(F)F)=O)=O (t-butyl((1S)-1-{4-[1-(trifluoroacetyl)-1,2,3,6-tetrahydropyridin-4-yl]phenyl}ethyl)carbamate). The yield is 38.4%. Reaction SMILES: CC1(C)C(C)(C)OB([C:9]2[CH2:10][CH2:11][N:12]([C:15](=[O:20])[C:16]([F:19])([F:18])[F:17])[CH2:13][CH:14]=2)O1.[C:22]([O:26][C:27](=[O:38])[NH:28][C@H:29]([C:31]1[CH:36]=[CH:35][C:34](Br)=[CH:33][CH:32]=1)[CH3:30])([CH3:25])([CH3:24])[CH3:23].C(=O)([O-])[O-].[K+].[K+]>CN(C)C=O.C(OCC)(=O)C.C1C=CC(P(C2C=CC=CC=2)[C-]2C=CC=C2)=CC=1.C1C=CC(P(C2C=CC=CC=2)[C-]2C=CC=C2)=CC=1.Cl[Pd]Cl.[Fe+2]>[C:22]([O:26][C:27](=[O:38])[NH:28][C@H:29]([C:31]1[CH:32]=[CH:33][C:34]([C:9]2[CH2:10][CH2:11][N:12]([C:15](=[O:20])[C:16]([F:17])([F:18])[F:19])[CH2:13][CH:14]=2)=[CH:35][CH:36]=1)[CH3:30])([CH3:23])([CH3:24])[CH3:25] |f:2.3.4,7.8.9.10|. Procedure details: 400 mg of the 4-(4,4,5,5-tetramethyl-1,3,2-dioxaborolan-2-yl)-1-(trifluoroacetyl)-1,2,3,6-tetrahydropyridine [154-2] was dissolved in 10 mL of N,N-dimethylformamide, then 196 mg of the t-butyl[(1S)-1-(4-bromophenyl)ethyl]carbamate [106-1], 54 mg of [1,1′-bis(diphenylphosphino)ferrocene]dichloropalladium (II), and 181 mg of potassium carbonate were added thereto, and stirred overnight at 80° C. The reaction mixture was cooled back to room temperature, then diluted in 100 mL of ethyl acetate, and ... As a reaction SMILES: [NH:1]1[CH2:6][CH2:5][O:4][CH2:3][CH2:2]1.Cl.C(N=C=NCCCN(C)C)C.[CH3:19][O:20][C:21]1[C:22](=[O:45])[C:23]([CH3:44])=[C:24]([CH2:30][C:31]2[CH:32]=[CH:33][C:34]([O:40][C:41](=[O:43])[CH3:42])=[C:35]([CH:39]=2)[C:36](O)=[O:37])[C:25](=[O:29])[C:26]=1[O:27][CH3:28]>C(Cl)Cl>[CH3:19][O:20][C:21]1[C:22](=[O:45])[C:23]([CH3:44])=[C:24]([C:30]2[CH:31]=[CH:39][C:35]([C:36]([CH:6]3[NH:1][CH2:2][CH2:3][O:4][CH2:5]3)=[O:37])=[C:34]([O:40][C:41](=[O:43])[CH3:42])[C:33]=2[CH3:32])[C:25](=[O:29])[C:26]=1[O:27][CH3:28] |f:1.2|. Procedure: Morpholine (0.034 g, 0.385 mmol) and 1-ethyl-3-(3-dimethylaminopropyl)carbodiimide hydrochloride (0.074 g, 0.385 mmol) were added to a methylene chloride solution (5 ml) of 5-(5,6-dimethoxy-3-methyl-1,4-benzoquinon-2-yl)methyl-2-acetoxybenzoic acid (0.048 g, 0.128 mmol) and the resulting solution was stirred at room temperature for 12 hours. The reaction solution was poured into ice water and then extracted with methylene chloride. The extract was washed with water and then dried, and the solven... Reaction conditions: time 12 hour. Isolated yield 29.9%. The solvent is C(Cl)Cl (methylene chloride). Yields the product COC=1C(C(=C(C(C1OC)=O)C1=C(C(=C(C(=O)C2COCCN2)C=C1)OC(C)=O)C)C)=O (5-(5,6-Dimethoxy-3-methyl-1,4-benzoquinon-2-yl, methyl-2-acetoxybenzoyl]morpholine). The reactants are ice water, N1CCOCC1 (Morpholine), Cl.C(C)N=C=NCCCN(C)C (1-ethyl-3-(3-dimethylaminopropyl)carbodiimide hydrochloride), COC=1C(C(=C(C(C1OC)=O)CC=1C=CC(=C(C(=O)O)C1)OC(C)=O)C)=O (5-(5,6-dimethoxy-3-methyl-1,4-benzoquinon-2-yl)methyl-2-acetoxybenzoic acid). Starting materials: [N+](=O)([O-])C1=CC=C(OCC2OC2)C=C1 (2-(4-nitro-phenoxymethyl)-oxirane), CNC (dimethylamine). Solvent: C(C)O (ethanol). Reaction conditions: temperature 80 celsius, time 2 hour. Yields the product NC1=CC=C(OCC(CN(C)C)O)C=C1 (1-(4-Amino-phenoxy)-3-dimethylamino-propan-2-ol). RXN SMILES: [N+:1]([C:4]1[CH:14]=[CH:13][C:7]([O:8][CH2:9][CH:10]2[CH2:12][O:11]2)=[CH:6][CH:5]=1)([O-])=O.[CH3:15][NH:16][CH3:17]>C(O)C>[NH2:1][C:4]1[CH:14]=[CH:13][C:7]([O:8][CH2:9][CH:10]([OH:11])[CH2:12][N:16]([CH3:17])[CH3:15])=[CH:6][CH:5]=1. Procedure: To a solution of 2-(4-nitro-phenoxymethyl)-oxirane (0.2 g, 1 mmol) in 2 mL of ethanol was added a solution of dimethylamine (2 M in methanol, 2.5 mL). The solution was stirred at 80° C. for 2 hours in a capped vial. The solvent was removed in vacuo. Hydrogenation of the residue using the procedure described in Example 1(f) gave the title compound as a brown solid. 1H NMR (300 MHz, CD3OD) δ (ppm): 6.76 (m, 2H), 6.71 (m, 2H), 4.20 (m, 1H), 3.88 (d, 2H), 3.04 (m, 2H), 2.71 (s, 6H).